This data is from the Open Reaction Database (ORD), a public repository of structured organic reaction records. The task is: describe an organic reaction: reactants, conditions, products, and yield The reactants are Cc1cc(C)c(CNC(=O)c2cc(C3=CC(C)(C)NC(C)(C)C3)nc3c2cnn3C2CCNCC2)c(=O)[nH]1, CC(=O)Cl, CO, ClCCl, O, c1ccncc1. Yields the product CC(=O)N1CCC(n2ncc3c(C(=O)NCc4c(C)cc(C)[nH]c4=O)cc(C4=CC(C)(C)NC(C)(C)C4)nc32)CC1. RXN SMILES: [CH3:1][c:2]1[c:3]([CH2:10][NH:11][C:12](=[O:13])[c:14]2[c:15]3[c:16]([n:17][c:18]([C:20]4=[CH:25][C:24]([CH3:26])([CH3:27])[NH:23][C:22]([CH3:28])([CH3:29])[CH2:21]4)[cH:19]2)[n:30]([CH:33]2[CH2:34][CH2:35][NH:36][CH2:37][CH2:38]2)[n:31][cH:32]3)[c:4](=[O:9])[nH:5][c:6]([CH3:8])[cH:7]1.[CH3:39][C:40]([Cl:41])=[O:42].[CH3:44][OH:45].[Cl:46][CH2:47][Cl:48].[OH2:43].[cH:49]1[cH:50][cH:51][n:52][cH:53][cH:54]1>>[CH3:1][c:2]1[c:3]([CH2:10][NH:11][C:12](=[O:13])[c:14]2[c:15]3[c:16]([n:17][c:18]([C:20]4=[CH:25][C:24]([CH3:26])([CH3:27])[NH:23][C:22]([CH3:28])([CH3:29])[CH2:21]4)[cH:19]2)[n:30]([CH:33]2[CH2:34][CH2:35][N:36]([C:40]([CH3:39])=[O:42])[CH2:37][CH2:38]2)[n:31][cH:32]3)[c:4](=[O:9])[nH:5][c:6]([CH3:8])[cH:7]1.